From a dataset of the Open Reaction Database (ORD), a public repository of structured organic reaction records. describe an organic reaction: reactants, conditions, products, and yield Reactants: C(=O)(O)C=1C=C(C=CC1)NC1=NC=CC(=N1)C1=CC(=NC=C1)Cl (N-[3-carboxy-phenyl]-4-(2-chloro-4-pyridyl)-2-pyrimidineamine). Run in NCCCCN (1,4-diaminobutane). Conditions: temperature 110 celsius. Product: C(=O)(O)C=1C=C(C=CC1)NC1=NC=CC(=N1)C1=CC(=NC=C1)NCCCCN (N-[3-carboxy-phenyl]-4-[2-(4-amino-butyl-amino)-4-pyridyl]-2-pyrimidineamine). Isolated yield 148.0%. RXN SMILES: [C:1]([C:4]1[CH:5]=[C:6]([NH:10][C:11]2[N:16]=[C:15]([C:17]3[CH:22]=[CH:21][N:20]=[C:19](Cl)[CH:18]=3)[CH:14]=[CH:13][N:12]=2)[CH:7]=[CH:8][CH:9]=1)([OH:3])=[O:2]>NCCCCN>[C:1]([C:4]1[CH:5]=[C:6]([NH:10][C:11]2[N:16]=[C:15]([C:17]3[CH:22]=[CH:21][N:20]=[C:19]([NH:16][CH2:15][CH2:17][CH2:18][CH2:19][NH2:20])[CH:18]=3)[CH:14]=[CH:13][N:12]=2)[CH:7]=[CH:8][CH:9]=1)([OH:3])=[O:2]. Procedure details: A mixture of N-[3-carboxy-phenyl]-4-(2-chloro-4-pyridyl)-2-pyrimidineamine (99 mg, 0.30 mmol) in 1,4-diaminobutane (1.5 mL) is heated to 110° C. overnight, cooled to room temperature and concentrated. The residue is dissolved in water and neutralized with 10% hydrochloric acid. The reaction mixture is purified by preparative HPLC to give N-[3-carboxy-phenyl]-4-[2-(4-amino-butyl-amino)-4-pyridyl]-2-pyrimidineamine (84 mg); ESI-MS (m/z): 379 (M++H). Reactants: CC(=O)O, Cl, Cl, CCC1Cc2cc(OCC(=O)O)c(Cl)c(Cl)c2C1=O, O. Yields the product CCC1(Cl)Cc2cc(OCC(=O)O)c(Cl)c(Cl)c2C1=O. As a reaction SMILES: [CH3:23][C:24](=[O:25])[OH:26].[Cl:20].[ClH:22].[O:1]=[C:2]1[CH:3]([CH2:18][CH3:19])[CH2:4][c:5]2[cH:6][c:7]([O:13][CH2:14][C:15](=[O:16])[OH:17])[c:8]([Cl:12])[c:9]([Cl:11])[c:10]21.[OH2:21]>>[O:1]=[C:2]1[C:3]([CH2:18][CH3:19])([Cl:22])[CH2:4][c:5]2[cH:6][c:7]([O:13][CH2:14][C:15](=[O:16])[OH:17])[c:8]([Cl:12])[c:9]([Cl:11])[c:10]21.